From a dataset of the Open Reaction Database (ORD), a public repository of structured organic reaction records. describe an organic reaction: reactants, conditions, products, and yield Reactants: COC(CCC1=CC2=C(N=C(S2)C)C=C1)=O (3-(2-methyl-benzothiazol-6-yl)-propionic acid methyl ester), [OH-].[Na+] (NaOH), Cl (HCl). Solvent: CCO (EtOH). Run at time 2 hour. The product is CC=1SC2=C(N1)C=CC(=C2)CCC(=O)O (3-(2-methyl-benzothiazol-6-yl)-propionic acid). As a reaction SMILES: C[O:2][C:3](=[O:16])[CH2:4][CH2:5][C:6]1[CH:15]=[CH:14][C:9]2[N:10]=[C:11]([CH3:13])[S:12][C:8]=2[CH:7]=1.[OH-].[Na+].Cl>CCO>[CH3:13][C:11]1[S:12][C:8]2[CH:7]=[C:6]([CH2:5][CH2:4][C:3]([OH:16])=[O:2])[CH:15]=[CH:14][C:9]=2[N:10]=1 |f:1.2|. Reported procedure: Next, to a solution of 3-(2-methyl-benzothiazol-6-yl)-propionic acid methyl ester (150 mg, 1.67 mmol) in EtOH (5 mL) is added aqueous 1M NaOH (5 mL) and the mixture is stirred at room temperature for 2 hours. The solution is acidified to pH 3 with aqueous 1M HCl and is extracted with ethyl acetate. The organic layer is washed with water, brine, dried over magnesium sulfate and filtered. The solvent is removed under reduced pressure and the residue is purified by preparative HPLC using a gradient... Reactants: CO, [H][H], COc1ccc(CC(O)CN=[N+]=[N-])cc1. The product is COc1ccc(CC(O)CN)cc1. As a reaction SMILES: [CH3:18][OH:19].[H:16][H:17].[N:1](=[N+:2]=[N-:3])[CH2:4][CH:5]([CH2:6][c:7]1[cH:8][cH:9][c:10]([O:13][CH3:14])[cH:11][cH:12]1)[OH:15]>>[NH2:1][CH2:4][CH:5]([CH2:6][c:7]1[cH:8][cH:9][c:10]([O:13][CH3:14])[cH:11][cH:12]1)[OH:15]. Reactants: C(=O)(N1C=NC=C1)N1C=NC=C1 (1,1′-Carbonyldiimidazole), C(#N)C=1C(=C2C(=NC1)C=C(S2)C2=CC=C(C(=O)O)C=C2)NC2=C(C=C(C(=C2)OC)Cl)Cl (4-{6-cyano-7-[(2,4-dichloro-5-methoxyphenyl)amino]thieno[3,2-b]pyridine-2-yl]benzoic acid). Run in CN(C=O)C (N,N-dimethylformamide). Reaction conditions: temperature 60 celsius, time 2 hour. Yields the product C(#N)C=1C(=C2C(=NC1)C=C(S2)C2=CC=C(C(=O)N)C=C2)NC2=C(C=C(C(=C2)OC)Cl)Cl (4-{6-cyano-7-[(2,4-dichloro-5-methoxyphenyl)amino]thieno[3,2-b]pyridine-2-yl}benzamide). The yield is 9.4%. As a reaction SMILES: C(N1C=CN=C1)([N:3]1C=CN=C1)=O.[C:13]([C:15]1[C:16]([NH:33][C:34]2[CH:39]=[C:38]([O:40][CH3:41])[C:37]([Cl:42])=[CH:36][C:35]=2[Cl:43])=[C:17]2[S:23][C:22]([C:24]3[CH:32]=[CH:31][C:27]([C:28]([OH:30])=O)=[CH:26][CH:25]=3)=[CH:21][C:18]2=[N:19][CH:20]=1)#[N:14]>CN(C)C=O>[C:13]([C:15]1[C:16]([NH:33][C:34]2[CH:39]=[C:38]([O:40][CH3:41])[C:37]([Cl:42])=[CH:36][C:35]=2[Cl:43])=[C:17]2[S:23][C:22]([C:24]3[CH:32]=[CH:31][C:27]([C:28]([NH2:3])=[O:30])=[CH:26][CH:25]=3)=[CH:21][C:18]2=[N:19][CH:20]=1)#[N:14]. Procedure details: 1,1′-Carbonyldiimidazole (100 mg, 0.61 mmol) is added to a suspension of 4-{6-cyano-7-[(2,4-dichloro-5-methoxyphenyl)amino]thieno[3,2-b]pyridine-2-yl]benzoic acid (130 mg, 0.28 mmol) in 10 mL of N,N-dimethylformamide. After stirring at 60° C. for 2 hours the reaction mixture is allowed to cool to room temperature and ammonia gas is bubbled through the mixture for 15 minutes. The mixture is stirred at room temperature for an additional 60 minutes and poured into 50 g of ice and stirred for 30 min... The reactants are ClC1=NC=CC(=N1)C1=C(N=C(S1)C(C)C)C=1C(=C(C=CC1)NS(=O)(=O)C1=C(C=CC=C1)C)F (N-{3-[5-(2-chloro-4-pyrimidinyl)-2-(1-methylethyl)-1,3-thiazol-4-yl]-2-fluorophenyl}-2-methylbenzenesulfonamide), C(C(C)C)N (isobutylamine). Reported procedure: Following a procedure analogous to the procedure described in Example 18, Step B using N-{3-[5-(2-chloro-4-pyrimidinyl)-2-(1-methylethyl)-1,3-thiazol-4-yl]-2-fluorophenyl}-2-methylbenzenesulfonamide (70 mg, 0.139 mmol) and isobutylamine (0.140 mL, 1.39 mmol) the title compound was obtained as a light yellow solid (45 mg, 60% yield). 1H NMR (400 MHz, DMSO-d6) δ ppm 10.37 (s, 1H), 8.01 (d, J=5.1 Hz, 1H), 7.67-7.85 (m, 1H), 7.41-7.59 (m, 1H), 7.28-7.42 (m, 4H), 7.15-7.28 (m, 2H), 5.64-5.89 (m, 1H),... Product: FC1=C(C=CC=C1C=1N=C(SC1C1=NC(=NC=C1)NCC(C)C)C(C)C)NS(=O)(=O)C1=C(C=CC=C1)C (N-[2-Fluoro-3-(2-(1-methylethyl)-5-{2-[(2-methylpropyl)amino]-4-pyrimidinyl}-1,3-thiazol-4-yl)phenyl]-2-methylbenzenesulfonamide). Reaction SMILES: Cl[C:2]1[N:7]=[C:6]([C:8]2[S:12][C:11]([CH:13]([CH3:15])[CH3:14])=[N:10][C:9]=2[C:16]2[C:17]([F:33])=[C:18]([NH:22][S:23]([C:26]3[CH:31]=[CH:30][CH:29]=[CH:28][C:27]=3[CH3:32])(=[O:25])=[O:24])[CH:19]=[CH:20][CH:21]=2)[CH:5]=[CH:4][N:3]=1.[CH2:34]([NH2:38])[CH:35]([CH3:37])[CH3:36]>>[F:33][C:17]1[C:16]([C:9]2[N:10]=[C:11]([CH:13]([CH3:15])[CH3:14])[S:12][C:8]=2[C:6]2[CH:5]=[CH:4][N:3]=[C:2]([NH:38][CH2:34][CH:35]([CH3:37])[CH3:36])[N:7]=2)=[CH:21][CH:20]=[CH:19][C:18]=1[NH:22][S:23]([C:26]1[CH:31]=[CH:30][CH:29]=[CH:28][C:27]=1[CH3:32])(=[O:25])=[O:24]. Starting materials: FC(CNC(=O)NC=1C=C(C=CC1)C1=CN=C2N1N=CC(=C2)C=2C=NN(C2)C(C(=O)O)C)(F)F (2-(4-{3-[3-({[(2,2,2-trifluoroethyl)amino]carbonyl}amino)phenyl]imidazo[1,2-b]pyridazin-7-yl}-1H-pyrazol-1-yl)propanoic acid), Cl.N1CC(C1)O (azetidin-3-ol hydrochloride). As a reaction SMILES: [F:1][C:2]([F:34])([F:33])[CH2:3][NH:4][C:5]([NH:7][C:8]1[CH:9]=[C:10]([C:14]2[N:18]3[N:19]=[CH:20][C:21]([C:23]4[CH:24]=[N:25][N:26]([CH:28]([CH3:32])[C:29]([OH:31])=O)[CH:27]=4)=[CH:22][C:17]3=[N:16][CH:15]=2)[CH:11]=[CH:12][CH:13]=1)=[O:6].Cl.[NH:36]1[CH2:39][CH:38]([OH:40])[CH2:37]1>>[OH:40][CH:38]1[CH2:39][N:36]([C:29](=[O:31])[CH:28]([N:26]2[CH:27]=[C:23]([C:21]3[CH:20]=[N:19][N:18]4[C:14]([C:10]5[CH:9]=[C:8]([NH:7][C:5]([NH:4][CH2:3][C:2]([F:1])([F:33])[F:34])=[O:6])[CH:13]=[CH:12][CH:11]=5)=[CH:15][N:16]=[C:17]4[CH:22]=3)[CH:24]=[N:25]2)[CH3:32])[CH2:37]1 |f:1.2|. Procedure details: This compound was prepared by using procedures analogous to those described for the synthesis of Example 54, Step 3 starting from 2-(4-{3-[3-({[(2,2,2-trifluoroethyl)amino]carbonyl}amino)phenyl]imidazo[1,2-b]pyridazin-7-yl}-1H-pyrazol-1-yl)propanoic acid and azetidin-3-ol hydrochloride (Oakwood and Cat. No. 013898). LCMS (M+H)+: m/z=529.2. The product is OC1CN(C1)C(C(C)N1N=CC(=C1)C1=CC=2N(N=C1)C(=CN2)C=2C=C(C=CC2)NC(=O)NCC(F)(F)F)=O (N-[3-(7-{1-[2-(3-Hydroxyazetidin-1-yl)-1-methyl-2-oxoethyl]-1H-pyrazol-4-yl}imidazo[1,2-b]pyridazin-3-yl)phenyl]-N′-(2,2,2-trifluoroethyl)urea). The reactants are CCO, CC(C)Oc1cccc(CC2NC(=O)OC2c2ccc(F)cc2)c1, [Na+], [OH-]. The product is CC(C)Oc1cccc(CC(N)C(O)c2ccc(F)cc2)c1. As a reaction SMILES: [CH3:27][CH2:28][OH:29].[F:1][c:2]1[cH:3][cH:4][c:5]([CH:8]2[CH:9]([CH2:14][c:15]3[cH:16][c:17]([O:21][CH:22]([CH3:23])[CH3:24])[cH:18][cH:19][cH:20]3)[NH:10][C:11](=[O:13])[O:12]2)[cH:6][cH:7]1.[Na+:26].[OH-:25]>>[F:1][c:2]1[cH:3][cH:4][c:5]([CH:8]([CH:9]([NH2:10])[CH2:14][c:15]2[cH:16][c:17]([O:21][CH:22]([CH3:23])[CH3:24])[cH:18][cH:19][cH:20]2)[OH:12])[cH:6][cH:7]1. The reactants are [Al+3], C1CCOC1, [H-], [H-], [H-], [H-], [Li+], O=CNc1n[nH]cc1-c1nc2ccccc2s1. The product is CNc1[nH]ncc1-c1nc2ccccc2s1. Reaction SMILES: [Al+3:19].[CH2:24]1[O:25][CH2:26][CH2:27][CH2:28]1.[H-:18].[H-:21].[H-:22].[H-:23].[Li+:20].[s:1]1[c:2](-[c:10]2[c:11]([NH:15][CH:16]=[O:17])[n:12][nH:13][cH:14]2)[n:3][c:4]2[c:5]1[cH:6][cH:7][cH:8][cH:9]2>>[s:1]1[c:2](-[c:10]2[c:11]([NH:15][CH3:16])[nH:12][n:13][cH:14]2)[n:3][c:4]2[c:5]1[cH:6][cH:7][cH:8][cH:9]2. Reactants: [OH-].[Na+] (sodium hydroxide), O.Cl.N[C@@H](CS)C(=O)O (L-Cysteine hydrochloride monohydrate), C(C(=O)C)(=O)OCC (ethyl pyruvate). Solvent: O (water). Reaction conditions: temperature 40 celsius, time 3.5 hour. The product is CCOC(=O)C1(SCC(N1)C(=O)O)C (2-methylthiazolidine-2,4-dicarboxylic acid 2-ethyl ester). As a reaction SMILES: O.Cl.[NH2:3][C@H:4]([C:7]([OH:9])=[O:8])[CH2:5][SH:6].[OH-].[Na+].[C:12]([O:17][CH2:18][CH3:19])(=[O:16])[C:13]([CH3:15])=O>O>[CH3:19][CH2:18][O:17][C:12]([C:13]1([CH3:15])[NH:3][CH:4]([C:7]([OH:9])=[O:8])[CH2:5][S:6]1)=[O:16] |f:0.1.2,3.4|. Procedure: L-Cysteine hydrochloride monohydrate (100 g, 569 mmol) was dissolved in water (200 ml), and the pH of the solution was adjusted to 5.03 with 6N aqueous sodium hydroxide. The reaction mixture was heated to 40° C., ethyl pyruvate (76 ml, 684 mmol) was gradually added thereto, and the mixture was stirred at 40° C. for 3.5 hr to give 2-methylthiazolidine-2,4-dicarboxylic acid 2-ethyl ester (the ratio of trans form:cis form of the resultant product in the reaction mixture was confirmed by the area ra... Starting materials: BrC1=NN(C2=NC(=NC=C21)S(=O)(=O)C)C (3-bromo-6-methanesulfonyl-1-methyl-1H-pyrazolo[3,4-d]pyrimidine), NCCN1CCOCC1 (N-aminoethylmorpholine). Product: BrC1=NN(C2=NC(=NC=C21)NCCN2CCOCC2)C ((3-bromo-1-methyl-1H-pyrazolo[3,4-d]pyrimidin-6-yl)-(2-morpholin-4-yl-ethyl)-amine). RXN SMILES: [Br:1][C:2]1[C:10]2[C:5](=[N:6][C:7](S(C)(=O)=O)=[N:8][CH:9]=2)[N:4]([CH3:15])[N:3]=1.[NH2:16][CH2:17][CH2:18][N:19]1[CH2:24][CH2:23][O:22][CH2:21][CH2:20]1>>[Br:1][C:2]1[C:10]2[C:5](=[N:6][C:7]([NH:16][CH2:17][CH2:18][N:19]3[CH2:24][CH2:23][O:22][CH2:21][CH2:20]3)=[N:8][CH:9]=2)[N:4]([CH3:15])[N:3]=1. Reported procedure: Prepared as described above in Example 8 starting from 3-bromo-6-methanesulfonyl-1-methyl-1H-pyrazolo[3,4-d]pyrimidine and N-aminoethylmorpholine to give the title compound (3-bromo-1-methyl-1H-pyrazolo[3,4-d]pyrimidin-6-yl)-(2-morpholin-4-yl-ethyl)-amine; 1H-NMR (DMSO): δ 2.43 (m, 4H), 2.50 (m, 2H), 3.47 (m, 2H), 3.55 (m, 2H), 3.77 (s, 3H), 7.61 (br s, 1H), 8.63 (s, 1H); LC/MS (m/e)=340.21 (MH+), Rt=1.13 min.